From a dataset of the Open Reaction Database (ORD), a public repository of structured organic reaction records. describe an organic reaction: reactants, conditions, products, and yield Starting materials: N[C@@H](CC1=CC=CC=C1)C(=O)N (L-Phe-NH2), C(CC)NS(=O)(=O)C=1C=C2C(C(NC2=CC1)=O)=O (2,3-Dioxo-2,3-dihydro-1H-indole-5-sulfonic acid propylamide). Yields the product O=C1NC2=CC=C(C=C2C1=O)S(=O)(=O)N[C@H](C(=O)N)CC1=CC=CC=C1 ((S)-2-(2,3-Dioxo-2,3-dihydro-1H-indole-5-sulfonylamino)-3-phenyl-propionamide). Reaction SMILES: [NH2:1][C@H:2]([C:10]([NH2:12])=[O:11])[CH2:3][C:4]1[CH:9]=[CH:8][CH:7]=[CH:6][CH:5]=1.C(N[S:17]([C:20]1[CH:21]=[C:22]2[C:26](=[CH:27][CH:28]=1)[NH:25][C:24](=[O:29])[C:23]2=[O:30])(=[O:19])=[O:18])CC>>[O:29]=[C:24]1[C:23](=[O:30])[C:22]2[C:26](=[CH:27][CH:28]=[C:20]([S:17]([NH:1][C@@H:2]([CH2:3][C:4]3[CH:9]=[CH:8][CH:7]=[CH:6][CH:5]=3)[C:10]([NH2:12])=[O:11])(=[O:19])=[O:18])[CH:21]=2)[NH:25]1. Reported procedure: The title compound was prepared from L-Phe-NH2 following the procedure for 2,3-Dioxo-2,3-dihydro-1H-indole-5-sulfonic acid propylamide. Reactants: C(C)OC(C(CN1C(C2=CC=CC=C2C1=O)=O)=O)=O (3-(1,3-dioxo-1,3-dihydro-isoindol-2-yl)-2-oxo-propionic acid ethyl ester), NNC(=S)N (thiosemicarbazide), CCO (EtOH), CCN(C(C)C)C(C)C (N,N′-diisopropylethylamine). Reaction conditions: temperature 80 celsius, time 10 hour. Product: O=C1NC(NN=C1CC1C(C2=CC=CC=C2C1=O)=O)=S (2-(5-oxo-3-thioxo-2,3,4,5-tetrahydro-[1,2,4]triazin-6-ylmethyl)-indan-1,3-dione). RXN SMILES: C(OC(=O)C(=O)CN1[C:15](=[O:16])[C:14]2[C:9](=[CH:10][CH:11]=[CH:12][CH:13]=2)[C:8]1=[O:17])C.[NH2:20][NH:21][C:22]([NH2:24])=[S:23].CCN([CH:31]([CH3:33])[CH3:32])C(C)C.C[CH2:35][OH:36]>>[O:36]=[C:35]1[C:33]([CH2:31][CH:32]2[C:8](=[O:17])[C:9]3[C:14](=[CH:13][CH:12]=[CH:11][CH:10]=3)[C:15]2=[O:16])=[N:20][NH:21][C:22](=[S:23])[NH:24]1. Procedure details: A slurry of 3-(1,3-dioxo-1,3-dihydro-isoindol-2-yl)-2-oxo-propionic acid ethyl ester (20 g, 76.6 mmol) in anhydrous EtOH (300 mL) was charged with thiosemicarbazide (6.98 g, 76.6 mmol) in one portion and heated to 80° C. for 2 h. The reaction mixture was charged with N,N′-diisopropylethylamine (DIEA) (26.7 mL, 76.56 mmol) and heated to 40° C. for 6 h then stirred at rt for an additional 10 h. The reaction mixture was concentrated in vacuo and solid was triturated with hot EtOH/EtOAc filtered and... The reactants are FC(C(=O)O)(F)F.N1CC(CC1)S(=O)(=O)C1=CC=C(C=C1)O ((RS)-4-(pyrrolidine-3-sulfonyl)-phenol trifluoroacetic acid salt), C(C1=CC=CC=C1)OCC=O (benzyloxyacetaldehyde). Product: C(C1=CC=CC=C1)OCCN1CC(CC1)S(=O)(=O)C1=CC=C(C=C1)O ((RS)-4-[1-(2-Benzyloxy-ethyl)-pyrrolidine-3-sulfonyl]-phenol). As a reaction SMILES: FC(F)(F)C(O)=O.[NH:8]1[CH2:12][CH2:11][CH:10]([S:13]([C:16]2[CH:21]=[CH:20][C:19]([OH:22])=[CH:18][CH:17]=2)(=[O:15])=[O:14])[CH2:9]1.[CH2:23]([O:30][CH2:31][CH:32]=O)[C:24]1[CH:29]=[CH:28][CH:27]=[CH:26][CH:25]=1>>[CH2:23]([O:30][CH2:31][CH2:32][N:8]1[CH2:12][CH2:11][CH:10]([S:13]([C:16]2[CH:21]=[CH:20][C:19]([OH:22])=[CH:18][CH:17]=2)(=[O:15])=[O:14])[CH2:9]1)[C:24]1[CH:29]=[CH:28][CH:27]=[CH:26][CH:25]=1 |f:0.1|. Procedure details: The title compound, MS: m/e=362.2 (M+H+) was prepared from (RS)-4-(pyrrolidine-3-sulfonyl)-phenol trifluoroacetic acid salt and benzyloxyacetaldehyde. Starting materials: ClB(Cl)Cl, ClCCl, CCCOc1cc(OC)c2c(c1)C(=O)c1cccc(OC(C)C)c1-2. Yields the product CCCOc1cc(OC)c2c(c1)C(=O)c1cccc(O)c1-2. Reaction SMILES: [B:25]([Cl:26])([Cl:27])[Cl:28].[CH2:29]([Cl:30])[Cl:31].[CH:1]([CH3:2])([CH3:3])[O:4][c:5]1[c:6]2[c:14]([cH:15][cH:16][cH:17]1)[C:13](=[O:18])[c:12]1[c:7]-2[c:8]([O:23][CH3:24])[cH:9][c:10]([O:19][CH2:20][CH2:21][CH3:22])[cH:11]1>>[OH:4][c:5]1[c:6]2[c:14]([cH:15][cH:16][cH:17]1)[C:13](=[O:18])[c:12]1[c:7]-2[c:8]([O:23][CH3:24])[cH:9][c:10]([O:19][CH2:20][CH2:21][CH3:22])[cH:11]1. Reactants: CCO, C=CC(=O)Nc1ccc(O)cc1, c1ccc(N2CCNCC2)cc1. Product: O=C(CCN1CCN(c2ccccc2)CC1)Nc1ccc(O)cc1. As a reaction SMILES: [CH3:25][CH2:26][OH:27].[OH:13][c:14]1[cH:15][cH:16][c:17]([NH:20][C:21]([CH:22]=[CH2:23])=[O:24])[cH:18][cH:19]1.[c:1]1([N:7]2[CH2:8][CH2:9][NH:10][CH2:11][CH2:12]2)[cH:2][cH:3][cH:4][cH:5][cH:6]1>>[c:1]1([N:7]2[CH2:8][CH2:9][N:10]([CH2:23][CH2:22][C:21]([NH:20][c:17]3[cH:16][cH:15][c:14]([OH:13])[cH:19][cH:18]3)=[O:24])[CH2:11][CH2:12]2)[cH:2][cH:3][cH:4][cH:5][cH:6]1. Reactants: OC1=C(C(=O)O)C=CC=N1 (2-hydroxynicotinic acid), C[Si](N[Si](C)(C)C)(C)C (hexamethyldisilazane), Cl[Si](C)(C)C (chlorotrimethylsilane). The solvent is C1(=CC=CC=C1)C (toluene). Conditions: time 2 hour. Product: OCC=1C(NC=CC1)=O (3-hydroxymethyl-2(1H)-pyridone). The yield is 57.8%. Reaction SMILES: [OH:1][C:2]1[N:10]=[CH:9][CH:8]=[CH:7][C:3]=1[C:4](O)=[O:5].C[Si](C)(C)N[Si](C)(C)C.Cl[Si](C)(C)C>C1(C)C=CC=CC=1>[OH:5][CH2:4][C:3]1[C:2](=[O:1])[NH:10][CH:9]=[CH:8][CH:7]=1. Procedure: To a solution of 2-hydroxynicotinic acid (3-067-01) (5.0 g) in toluene (70 mL), and to the reaction mixture were added hexamethyldisilazane (HMDS, 19 mL) and chlorotrimethylsilane (TMSCl, 0.23 mL), and the reaction mixture was heated under reflux. After stirring for 2 h, the solvent was removed, and toluene was added to the residue. To the reaction mixture was added diisobutylaluminium hydride (DIBAL, 2 M toluene solution, 90 mL) at −78° C., after stirring for 4 h, the reaction was quenched with...